This data is from the Open Reaction Database (ORD), a public repository of structured organic reaction records. The task is: describe an organic reaction: reactants, conditions, products, and yield Reactants: CC#N, COC(=O)CC(NC(=O)CCC(=O)Nc1ccc(C=NN)cc1)C(C)OC, O=C(O)C(F)(F)F, [Li+], [OH-], O. Product: COC(C)C(CC(=O)O)NC(=O)CCC(=O)Nc1ccc(C=NN)cc1. RXN SMILES: [C:37](#[N:38])[CH3:39].[CH3:1][O:2][C:3]([CH2:4][CH:5]([CH:6]([CH3:7])[O:8][CH3:9])[NH:10][C:11]([CH2:12][CH2:13][C:14](=[O:15])[NH:16][c:17]1[cH:18][cH:19][c:20]([CH:23]=[N:24][NH2:25])[cH:21][cH:22]1)=[O:26])=[O:27].[F:30][C:31]([F:32])([F:33])[C:34]([OH:35])=[O:36].[Li+:28].[OH-:29].[OH2:40]>>[O:2]=[C:3]([CH2:4][CH:5]([CH:6]([CH3:7])[O:8][CH3:9])[NH:10][C:11]([CH2:12][CH2:13][C:14](=[O:15])[NH:16][c:17]1[cH:18][cH:19][c:20]([CH:23]=[N:24][NH2:25])[cH:21][cH:22]1)=[O:26])[OH:27]. Reported procedure: 16.9 ml (110 mmol) of trifluoromethane-sulfonic anhydride are added dropwise, at 0° C., to a solution of 12.5 g (53 mmol) of 2-phenyl-3-methyl-8-hydroxyquinoline in 150 ml of pyridine. The reaction mixture is then stirred for 16 hours at ambient temperature. After evaporating the pyridine, the residue is taken up in 200 ml of water and 100 ml of ethyl acetate. The aqueous phase is extracted with 2×100 ml of ethyl acetate. The organic phases are combined, dried over magnesium sulfate, filtered an... As a reaction SMILES: [F:1][C:2]([F:15])([F:14])[S:3]([O:6]S(C(F)(F)F)(=O)=O)(=[O:5])=[O:4].[C:16]1([C:22]2[C:31]([CH3:32])=[CH:30][C:29]3[C:24](=[C:25](O)[CH:26]=[CH:27][CH:28]=3)[N:23]=2)[CH:21]=[CH:20][CH:19]=[CH:18][CH:17]=1>N1C=CC=CC=1>[C:16]1([C:22]2[C:31]([CH3:32])=[CH:30][C:29]3[C:24](=[C:25]([O:6][S:3]([C:2]([F:15])([F:14])[F:1])(=[O:5])=[O:4])[CH:26]=[CH:27][CH:28]=3)[N:23]=2)[CH:21]=[CH:20][CH:19]=[CH:18][CH:17]=1. The reactants are FC(S(=O)(=O)OS(=O)(=O)C(F)(F)F)(F)F (trifluoromethane-sulfonic anhydride), C1(=CC=CC=C1)C1=NC2=C(C=CC=C2C=C1C)O (2-phenyl-3-methyl-8-hydroxyquinoline). Solvent: N1=CC=CC=C1 (pyridine). Yields the product C1(=CC=CC=C1)C1=NC2=C(C=CC=C2C=C1C)OS(=O)(=O)C(F)(F)F (2-phenyl-3-methyl-8-trifluoromethanesulfonyloxyquinoline). Reaction conditions: time 16 hour. Yield: 91.4%. Reactants: ClC1=C(C=CC(=C1)Cl)C(CCO)C1=CNC2=C(C=C(C=C12)F)CSC (3-(2,4-Dichlorophenyl)-3-{5-fluoro-7-[(methylsulfanyl)methyl]-1H-indol-3-yl}propan-1-ol), FC1=C(C=CC(=C1)F)C(O)C1=CC=C(C=C1)F ((2,4-Difluorophenyl)(4-fluorophenyl)methanol), FC1=CC(=C(C=C1)C(C1=CNC2=C(C=CC=C12)CSC)C1=CC=C(C=C1)F)C (3-[(4-Fluoro-2-methylphenyl)(4-fluorophenyl)methyl]-7-[(methylsulfanyl)methyl]-1H-indole). Yields the product FC1=C(C=CC(=C1)F)C(C1=CNC2=C(C=CC=C12)CSC)C1=CC=C(C=C1)F (3-[(2,4-Difluorophenyl)(4-fluorophenyl)methyl]-7-[(methylsulfanyl)methyl]-1H-indole). RXN SMILES: ClC1C=C(Cl)C=CC=1C([C:13]1[C:21]2[C:16](=[C:17]([CH2:23][S:24][CH3:25])[CH:18]=[C:19](F)[CH:20]=2)[NH:15][CH:14]=1)CCO.[F:26][C:27]1[CH:32]=[C:31]([F:33])[CH:30]=[CH:29][C:28]=1[CH:34]([C:36]1[CH:41]=[CH:40][C:39]([F:42])=[CH:38][CH:37]=1)O.FC1C=CC(C(C2C=CC(F)=CC=2)C2C3C(=C(CSC)C=CC=3)NC=2)=C(C)C=1>>[F:26][C:27]1[CH:32]=[C:31]([F:33])[CH:30]=[CH:29][C:28]=1[CH:34]([C:36]1[CH:41]=[CH:40][C:39]([F:42])=[CH:38][CH:37]=1)[C:13]1[C:21]2[C:16](=[C:17]([CH2:23][S:24][CH3:25])[CH:18]=[CH:19][CH:20]=2)[NH:15][CH:14]=1. Reported procedure: The title compound was prepared starting from 350 mg (1.97 mmol) of the compound from Example 8 and 470 mg (1.97 mmol) of the compound from Example 84A in analogy to the synthesis of the compound from Example 101. 191 mg (24% of theory) of the target compound were obtained. The reactants are C(C)(C)(C)OC(=O)N1CC(CCC1)OC1=C(C=CC=C1)CCC1=CC(=CC=C1)OC (1-t-butoxycarbonyl-3-{2-[2-(3-methoxyphenyl)ethyl]phenoxy}piperidine), [H-].[Al+3].[Li+].[H-].[H-].[H-] (lithium aluminum hydride). The product is COC=1C=C(C=CC1)CCC1=C(OC2CN(CCC2)C)C=CC=C1 (3-{2-[2-(3-Methoxyphenyl)ethyl]phenoxy}-1-methylpiperidine). Yield: 51.7%. Reaction SMILES: C(O[C:6]([N:8]1[CH2:13][CH2:12][CH2:11][CH:10]([O:14][C:15]2[CH:20]=[CH:19][CH:18]=[CH:17][C:16]=2[CH2:21][CH2:22][C:23]2[CH:28]=[CH:27][CH:26]=[C:25]([O:29][CH3:30])[CH:24]=2)[CH2:9]1)=O)(C)(C)C.[H-].[Al+3].[Li+].[H-].[H-].[H-]>>[CH3:30][O:29][C:25]1[CH:24]=[C:23]([CH2:22][CH2:21][C:16]2[CH:17]=[CH:18][CH:19]=[CH:20][C:15]=2[O:14][CH:10]2[CH2:11][CH2:12][CH2:13][N:8]([CH3:6])[CH2:9]2)[CH:28]=[CH:27][CH:26]=1 |f:1.2.3.4.5.6|. Procedure: Following a procedure similar to that described in Example 38, 880 mg of 1-t-butoxycarbonyl-3-{2-[2-(3-methoxyphenyl)ethyl]phenoxy}piperidine [prepared as described in Example 51(a)] were reacted with 162 mg of lithium aluminum hydride. The mixture was then worked up as described in Example 38, and the crude product thus obtained was purified by column chromatography through silica gel, using a 10:1 by volume mixture of methylene chloride and methanol as the eluent, to give 360 mg (yield 51%) of... The reactants are CCOC(=O)C(C)Cl, [I-], [K+], [Na+], [Na+], O=C([O-])[O-], CN(C)C=O, O=Cc1ccc(O)cc1. Product: CCOC(=O)C(C)Oc1ccc(C=O)cc1. RXN SMILES: [Cl:10][CH:11]([C:12](=[O:13])[O:14][CH2:15][CH3:16])[CH3:17].[I-:25].[K+:24].[Na+:18].[Na+:19].[O-:20][C:21](=[O:22])[O-:23].[O:26]=[CH:27][N:28]([CH3:29])[CH3:30].[OH:1][c:2]1[cH:3][cH:4][c:5]([CH:6]=[O:7])[cH:8][cH:9]1>>[O:1]([c:2]1[cH:3][cH:4][c:5]([CH:6]=[O:7])[cH:8][cH:9]1)[CH:11]([C:12](=[O:13])[O:14][CH2:15][CH3:16])[CH3:17].